From a dataset of the Open Reaction Database (ORD), a public repository of structured organic reaction records. describe an organic reaction: reactants, conditions, products, and yield The reactants are C1=NC=C(C2=CC=CC=C12)B(O)O (isoquinolin-4-ylboronic acid), C(C)(C)(C)ON1C(C=C(CC1)OS(=O)(=O)C(F)(F)F)=C=O (1-tert-butoxy-carbonyl-4-trifluoromethanesulfonyloxy-1,2,5,6-tetrahydropyridine), [Cl-].[Li+] (lithium chloride), [1,1′-bis (diphenylphosphino)-1-ferrocene]-palladium II chloride, C([O-])([O-])=O.[Na+].[Na+] (sodium carbonate). The reagents and catalysts are O1CCCC1 (tetrahydrofuran). Solvent: CO (methanol). The product is C(C)(C)(C)OC(=O)N1CC=C(CC1)C1=CN=CC2=CC=CC=C12 (1-tert-butoxycarbonyl-4-(isoquinolin-4-yl)-1,2,5,6-tetrahydropyridine). Isolated yield 57.0%. As a reaction SMILES: [CH:1]1[C:10]2[C:5](=[CH:6][CH:7]=[CH:8][CH:9]=2)[C:4](B(O)O)=[CH:3][N:2]=1.C(O[N:19]1[CH2:24][CH2:23][C:22](OS(C(F)(F)F)(=O)=O)=[CH:21][C:20]1=C=O)(C)(C)C.[Cl-].[Li+].[C:37](=[O:40])([O-])[O-:38].[Na+].[Na+]>O1CCCC1.CO>[C:5]([O:38][C:37]([N:19]1[CH2:24][CH2:23][C:22]([C:4]2[C:5]3[C:10](=[CH:9][CH:8]=[CH:7][CH:6]=3)[CH:1]=[N:2][CH:3]=2)=[CH:21][CH2:20]1)=[O:40])([CH3:10])([CH3:6])[CH3:4] |f:2.3,4.5.6|. Procedure: A mixture of 2.5 gm (14.5 mMol) isoquinolin-4-ylboronic acid, 3.43 gm (10.3 mMol) 1-tert-butoxy-carbonyl-4-trifluoromethanesulfonyloxy-1,2,5,6-tetrahydropyridine, 1.3 gm (30.9 mMol) lithium chloride, 0.04 gm (0.05 mMol) [1,1′-bis (diphenylphosphino)-1-ferrocene]-palladium II chloride, and 2 mL 2M aqueous sodium carbonate in about 20 mL tetrahydrofuran containing a few drops of methanol was stirred at reflux for about 4 hours. The reaction was cooled to room temperature and then partitioned betwe... Starting materials: CCOC(C)=O, O=C(Cl)Cl, Nc1nnc(C(F)(F)F)s1. Product: O=C=Nc1nnc(C(F)(F)F)s1. RXN SMILES: [CH3:15][CH2:16][O:17][C:18](=[O:19])[CH3:20].[Cl:1][C:2]([Cl:3])=[O:4].[F:5][C:6]([c:7]1[s:8][c:9]([NH2:12])[n:10][n:11]1)([F:13])[F:14]>>[C:2](=[O:4])=[N:12][c:9]1[s:8][c:7]([C:6]([F:5])([F:13])[F:14])[n:11][n:10]1.